From a dataset of the Open Reaction Database (ORD), a public repository of structured organic reaction records. describe an organic reaction: reactants, conditions, products, and yield The reactants are CN1CCC(CC1)OC1C2=NC(=C(N2CCC2=C1C=CC=C2)C(=O)O)C2=CC=CC=C2 (4-(1-methylpiperidin-4-yloxy)-2-phenyl-9,10-dihydro-4H-3,10a-diaza-benzo[f]azulene-1-carboxylic acid), BH3-Me2S, O (Water). Solvent: C1CCOC1 (THF). Reaction conditions: temperature 50 celsius. Product: CN1CCC(CC1)OC1C2=NC(=C(N2CCC2=C1C=CC=C2)CO)C2=CC=CC=C2 ([4-(1-methylpiperidin-4-yloxy)-2-phenyl-9,10-dihydro-4H-3,10a-diaza-benzo[f]azulen-1-yl]-methanol). Reaction SMILES: [CH3:1][N:2]1[CH2:7][CH2:6][CH:5]([O:8][CH:9]2[C:18]3[CH:19]=[CH:20][CH:21]=[CH:22][C:17]=3[CH2:16][CH2:15][N:14]3[C:10]2=[N:11][C:12]([C:26]2[CH:31]=[CH:30][CH:29]=[CH:28][CH:27]=2)=[C:13]3[C:23](O)=[O:24])[CH2:4][CH2:3]1.O>C1COCC1>[CH3:1][N:2]1[CH2:7][CH2:6][CH:5]([O:8][CH:9]2[C:18]3[CH:19]=[CH:20][CH:21]=[CH:22][C:17]=3[CH2:16][CH2:15][N:14]3[C:10]2=[N:11][C:12]([C:26]2[CH:27]=[CH:28][CH:29]=[CH:30][CH:31]=2)=[C:13]3[CH2:23][OH:24])[CH2:4][CH2:3]1. Reported procedure: To a solution of 4-(1-methylpiperidin-4-yloxy)-2-phenyl-9,10-dihydro-4H-3,10a-diaza-benzo[f]azulene-1-carboxylic acid (example 256B) (50 mg, 0.120 mmole) in THF (2 mL) is added dropwise BH3-Me2S (46 μL, 0.48 mmole). The reaction mixture is heated at 50° C. overnight. Water is added and the aqueous phase is extracted with AcOEt. The organic phase is dried over MgSO4, filtered and the solvent removed under reduced pressure. The residue is purified by silica gel chromatography eluting with (CH2Cl2:... Reactants: BrC=1C=C(C(=O)NCC=2C=NC(=CC2)C)C=C(C1)OC(F)(F)F (3-bromo-N-((6-methylpyridin-3-yl)methyl)-5-(trifluoromethoxy)benzamide), CC=1C=CC(=NC1)[Sn](CCCC)(CCCC)CCCC (5-methyl-2-(tributylstannyl)pyridine). Reagents/catalysts: C=1C=CC(=CC1)[P](C=2C=CC=CC2)(C=3C=CC=CC3)[Pd]([P](C=4C=CC=CC4)(C=5C=CC=CC5)C=6C=CC=CC6)([P](C=7C=CC=CC7)(C=8C=CC=CC8)C=9C=CC=CC9)[P](C=1C=CC=CC1)(C=1C=CC=CC1)C=1C=CC=CC1 (tetrakis(triphenylphosphine)palladium(0)). Solvent: C1(=CC=CC=C1)C (toluene). The product is CC=1C=CC(=NC1)C=1C=C(C(=O)NCC=2C=NC(=CC2)C)C=C(C1)OC(F)(F)F (3-(5-Methylpyridin-2-yl)-N-((6-methylpyridin-3-yl)methyl)-5-(trifluoromethoxy)benzamide). RXN SMILES: Br[C:2]1[CH:3]=[C:4]([CH:16]=[C:17]([O:19][C:20]([F:23])([F:22])[F:21])[CH:18]=1)[C:5]([NH:7][CH2:8][C:9]1[CH:10]=[N:11][C:12]([CH3:15])=[CH:13][CH:14]=1)=[O:6].[CH3:24][C:25]1[CH:26]=[CH:27][C:28]([Sn](CCCC)(CCCC)CCCC)=[N:29][CH:30]=1>C1C=CC([P]([Pd]([P](C2C=CC=CC=2)(C2C=CC=CC=2)C2C=CC=CC=2)([P](C2C=CC=CC=2)(C2C=CC=CC=2)C2C=CC=CC=2)[P](C2C=CC=CC=2)(C2C=CC=CC=2)C2C=CC=CC=2)(C2C=CC=CC=2)C2C=CC=CC=2)=CC=1.C1(C)C=CC=CC=1>[CH3:24][C:25]1[CH:26]=[CH:27][C:28]([C:2]2[CH:3]=[C:4]([CH:16]=[C:17]([O:19][C:20]([F:23])([F:22])[F:21])[CH:18]=2)[C:5]([NH:7][CH2:8][C:9]2[CH:10]=[N:11][C:12]([CH3:15])=[CH:13][CH:14]=2)=[O:6])=[N:29][CH:30]=1 |^1:47,49,68,87|. Procedure: A mixture of 3-bromo-N-((6-methylpyridin-3-yl)methyl)-5-(trifluoromethoxy)benzamide (60 mg, 0.15 mmol), 5-methyl-2-(tributylstannyl)pyridine (0.1 mL, 0.3 mmol), tetrakis(triphenylphosphine)palladium(0) (20 mg, 0.02 mmol) and toluene (4 mL) under argon was subjected to microwave irradiation at 120° C. for 2 hours. LC-MS indicated strong peak of starting material. The mixture was degassed with nitrogen and re-applied to microwave irradiation at 120° C. for 2 hours. The mixture was cooled to room t... Reactants: CS(C)=O, Oc1ccc(C(F)(F)F)cc1Cl, O=[N+]([O-])c1ccccc1F, [K+], [K+], O=C([O-])[O-]. The product is O=[N+]([O-])c1ccccc1Oc1ccc(C(F)(F)F)cc1Cl. RXN SMILES: [CH3:29][S:30]([CH3:31])=[O:32].[Cl:11][c:12]1[c:13]([OH:22])[cH:14][cH:15][c:16]([C:18]([F:19])([F:20])[F:21])[cH:17]1.[F:1][c:2]1[c:3]([N+:8](=[O:9])[O-:10])[cH:4][cH:5][cH:6][cH:7]1.[K+:23].[K+:24].[O-:25][C:26]([O-:27])=[O:28]>>[c:2]1([O:22][c:13]2[c:12]([Cl:11])[cH:17][c:16]([C:18]([F:19])([F:20])[F:21])[cH:15][cH:14]2)[c:3]([N+:8](=[O:9])[O-:10])[cH:4][cH:5][cH:6][cH:7]1. Reactants: CC(C)OCCCN, Cl, COc1cc2nccc(Oc3ccc(NC(=S)NC(=O)Cc4ccccc4)cc3F)c2cc1C(=O)O, C1CCOC1. The product is COc1cc2nccc(Oc3ccc(NC(=S)NC(=O)Cc4ccccc4)cc3F)c2cc1C(=O)NCCCOC(C)C. As a reaction SMILES: [CH:38]([CH3:39])([CH3:40])[O:41][CH2:42][CH2:43][CH2:44][NH2:45].[ClH:1].[F:2][c:3]1[c:4]([O:5][c:6]2[cH:7][cH:8][n:9][c:10]3[cH:11][c:12]([O:19][CH3:20])[c:13]([C:16](=[O:17])[OH:18])[cH:14][c:15]23)[cH:21][cH:22][c:23]([NH:25][C:26](=[S:27])[NH:28][C:29]([CH2:30][c:31]2[cH:32][cH:33][cH:34][cH:35][cH:36]2)=[O:37])[cH:24]1.[O:46]1[CH2:47][CH2:48][CH2:49][CH2:50]1>>[F:2][c:3]1[c:4]([O:5][c:6]2[cH:7][cH:8][n:9][c:10]3[cH:11][c:12]([O:19][CH3:20])[c:13]([C:16](=[O:17])[NH:45][CH2:44][CH2:43][CH2:42][O:41][CH:38]([CH3:39])[CH3:40])[cH:14][c:15]23)[cH:21][cH:22][c:23]([NH:25][C:26](=[S:27])[NH:28][C:29]([CH2:30][c:31]2[cH:32][cH:33][cH:34][cH:35][cH:36]2)=[O:37])[cH:24]1. The reactants are FC1=CC=C(C=C1)N1N=CC=2C(=NC=CC21)CO ([1-(4-fluorophenyl)-1H-pyrazolo[4,3-c]pyridin-4-yl]-methanol), FC(C=1C=C(CN)C=CC1)(F)F (3-trifluoromethylbenzylamine), [C-]#N.[Na+] (sodium cyanide). The reagents and catalysts are [O-2].[Mn+4].[O-2] (manganese (IV) oxide), [O-2].[Mn+4].[O-2] (manganese (IV) oxide). Run in C1CCOC1 (THF). Run at time 30 minute. Yields the product FC(C=1C=C(CNC(=O)C2=NC=CC3=C2C=NN3C3=CC=C(C=C3)F)C=CC1)(F)F (1-(4-Fluorophenyl)-1H-pyrazolo[4,3-c]pyridine-4-carboxylic acid 3-trifluoromethyl-benzylamide). Reaction SMILES: [F:1][C:2]1[CH:7]=[CH:6][C:5]([N:8]2[C:16]3[CH:15]=[CH:14][N:13]=[C:12]([CH2:17][OH:18])[C:11]=3[CH:10]=[N:9]2)=[CH:4][CH:3]=1.[F:19][C:20]([F:30])([F:29])[C:21]1[CH:22]=[C:23]([CH:26]=[CH:27][CH:28]=1)[CH2:24][NH2:25].[C-]#N.[Na+]>C1COCC1.[O-2].[Mn+4].[O-2]>[F:19][C:20]([F:29])([F:30])[C:21]1[CH:22]=[C:23]([CH:26]=[CH:27][CH:28]=1)[CH2:24][NH:25][C:17]([C:12]1[C:11]2[CH:10]=[N:9][N:8]([C:5]3[CH:4]=[CH:3][C:2]([F:1])=[CH:7][CH:6]=3)[C:16]=2[CH:15]=[CH:14][N:13]=1)=[O:18] |f:2.3,5.6.7|. Reported procedure: To a mixture [1-(4-fluorophenyl)-1H-pyrazolo[4,3-c]pyridin-4-yl]-methanol (20 mg, 0.08 mmol), 3-trifluoromethylbenzylamine (71 mg, 0.41 mmol) and sodium cyanide (4 mg, 0.08 mmol) in THF (2 mL) was added manganese (IV) oxide (107 mg, 1.23 mmol). After 30 minutes, additional manganese (IV) oxide (107 mg, 1.23 mmol) was added. After 18 hours, the reaction was filtered through a pad of diatomaceous earth and concentrated in vacuo. The mixture was purified by silica gel chromatography eluting with a ... Starting materials: OCCOC(C(=C)C)=O (2-hydroxyethylmethacrylate), C(CCC)S (n-butanethiol), [OH-].[K+] (KOH). Yields the product C(CCC)SCC(C(=O)OCCO)C (2-hydroxyethyl 3-(n butylthio)-2-methylpropionate). As a reaction SMILES: [OH:1][CH2:2][CH2:3][O:4][C:5](=[O:9])[C:6]([CH3:8])=[CH2:7].[CH2:10]([SH:14])[CH2:11][CH2:12][CH3:13].[OH-].[K+]>>[CH2:10]([S:14][CH2:7][CH:6]([CH3:8])[C:5]([O:4][CH2:3][CH2:2][OH:1])=[O:9])[CH2:11][CH2:12][CH3:13] |f:2.3|. Reported procedure: To the reactor described in Example I was charged 55 grams of 2-hydroxyethylmethacrylate, 37 grams of n-butanethiol, 1.5 grams of Triton™ B and 3 pellets of KOH. The flask contents were reacted at 40° to 50° C. until the reaction was complete by gas chromatography analysis. The yield was theoretical. The reactants are [O-]P(=O)([O-])[O-].[K+].[K+].[K+] (K3PO4), C(C)(C)(C)OC(NC1(CC1)C1=NC=C(C=C1)I)=O ([1-(5-iodo-pyridin-2-yl)-cyclopropyl]-carbamic acid tert-butyl ester), CN1N=CC(=C1)B1OC(C(O1)(C)C)(C)C (1-methyl-4-(4,4,5,5-tetramethyl-1,3,2-dioxaborolan-2-yl)-1H-pyrazole). The reagents and catalysts are C1=CC=C(C=C1)P([C-]2C=CC=C2)C3=CC=CC=C3.C1=CC=C(C=C1)P([C-]2C=CC=C2)C3=CC=CC=C3.Cl[Pd]Cl.[Fe+2] (Pd(dppf)Cl2). The solvent is COCCOC.O.CCO (DME H2O EtOH). Conditions: temperature 100 celsius. Product: C(C)(C)(C)OC(NC1(CC1)C1=NC=C(C=C1)C=1C=NN(C1)C)=O ({1-[5-(1-methyl-1H-pyrazol-4-yl)-pyridin-2-yl]-cyclopropyl}-carbamic acid tert-butyl ester). Yield: 125.9%. As a reaction SMILES: [C:1]([O:5][C:6](=[O:18])[NH:7][C:8]1([C:11]2[CH:16]=[CH:15][C:14](I)=[CH:13][N:12]=2)[CH2:10][CH2:9]1)([CH3:4])([CH3:3])[CH3:2].[CH3:19][N:20]1[CH:24]=[C:23](B2OC(C)(C)C(C)(C)O2)[CH:22]=[N:21]1.[O-]P([O-])([O-])=O.[K+].[K+].[K+]>COCCOC.O.CCO.C1C=CC(P(C2C=CC=CC=2)[C-]2C=CC=C2)=CC=1.C1C=CC(P(C2C=CC=CC=2)[C-]2C=CC=C2)=CC=1.Cl[Pd]Cl.[Fe+2]>[C:1]([O:5][C:6](=[O:18])[NH:7][C:8]1([C:11]2[CH:16]=[CH:15][C:14]([C:23]3[CH:22]=[N:21][N:20]([CH3:19])[CH:24]=3)=[CH:13][N:12]=2)[CH2:10][CH2:9]1)([CH3:4])([CH3:3])[CH3:2] |f:2.3.4.5,6.7.8,9.10.11.12|. Reported procedure: To a mixture of [1-(5-iodo-pyridin-2-yl)-cyclopropyl]-carbamic acid tert-butyl ester (500 mg, 1.39 mmol), 1-methyl-4-(4,4,5,5-tetramethyl-1,3,2-dioxaborolan-2-yl)-1H-pyrazole 433 mg, 2.1 mmol) and Pd(dppf)Cl2.dichloromethane complex (113 mg, 0.14 mmol) in 1.5 mL of DME/H2O/EtOH (7:3:2) in a sealable microwave tube was added 1M aqueous K3PO4 solution (2.1 mL). The tube was sealed and heated in the microwave at 100° C. for 10 min. The crude reaction was filtered through a pad of silica gel, washin... Starting materials: [Si](C)(C)(C(C)(C)C)OC1=NC(=NC(=C1)O[Si](C)(C)C(C)(C)C)SCC1=NC=CC=C1 (4,6-di-(tert-butyldimethylsilyloxy)-2-(2-pyridylmethyl)thio-pyrimidine), CI (methyl iodide), CI (methyl iodide), C(CCC)[Li] (n-butyllithium), C(C)(C)NC(C)C (diisopropylamine). Solvent: O1CCCC1 (tetrahydrofuran), O1CCCC1 (tetrahydrofuran), O1CCCC1 (tetrahydrofuran), O1CCCC1 (tetrahydrofuran). Run at time 10 minute. Yields the product [Si](C)(C)(C(C)(C)C)OC1=NC(=NC(=C1)O[Si](C)(C)C(C)(C)C)SC(C)C1=NC=CC=C1 (4,6-di-(tert-butyldimethylsilyloxy)-2-(1-(2-pyridyl)ethyl)thio-pyrimidine). The yield is 31.8%. As a reaction SMILES: [CH2:1]([Li])CCC.C(NC(C)C)(C)C.[Si:13]([O:20][C:21]1[CH:26]=[C:25]([O:27][Si:28]([C:31]([CH3:34])([CH3:33])[CH3:32])([CH3:30])[CH3:29])[N:24]=[C:23]([S:35][CH2:36][C:37]2[CH:42]=[CH:41][CH:40]=[CH:39][N:38]=2)[N:22]=1)([C:16]([CH3:19])([CH3:18])[CH3:17])([CH3:15])[CH3:14].CI>O1CCCC1>[Si:13]([O:20][C:21]1[CH:26]=[C:25]([O:27][Si:28]([C:31]([CH3:33])([CH3:34])[CH3:32])([CH3:29])[CH3:30])[N:24]=[C:23]([S:35][CH:36]([C:37]2[CH:42]=[CH:41][CH:40]=[CH:39][N:38]=2)[CH3:1])[N:22]=1)([C:16]([CH3:17])([CH3:18])[CH3:19])([CH3:14])[CH3:15]. Procedure details: A solution of n-butyllithium (11.02 ml, 17.63 mmol, 1.2 equiv., 1.6 M in hexanes) in 60 ml of tetrahydrofuran cooled at -78° C. is treated dropwise with diisopropylamine (1.93 g, 19.10 mmol, 1.3 equiv.) over a two minute period. After stirring for another 10 min, a solution of 4,6-di-(tert-butyldimethylsilyloxy)-2-(2-pyridylmethyl)thio-pyrimidine (6.80 g, 14.69 mmol) in 16 ml of tetrahydrofuran is added dropwise over a 10 min period. The reaction mixture is stirred for 30 min longer and treated ... Starting materials: BrCc1ccccc1, O=C([O-])[O-], [K+], [K+], CC(=O)Nc1ccc(Sc2ccc(O)cc2N)cc1, CN(C)C=O. Yields the product CC(=O)Nc1ccc(Sc2ccc(OCc3ccccc3)cc2N)cc1. RXN SMILES: [Br:20][CH2:21][c:22]1[cH:23][cH:24][cH:25][cH:26][cH:27]1.[C:28](=[O:29])([O-:30])[O-:31].[K+:32].[K+:33].[NH2:1][c:2]1[c:3]([S:9][c:10]2[cH:11][cH:12][c:13]([NH:16][C:17]([CH3:18])=[O:19])[cH:14][cH:15]2)[cH:4][cH:5][c:6]([OH:8])[cH:7]1.[O:34]=[CH:35][N:36]([CH3:37])[CH3:38]>>[NH2:1][c:2]1[c:3]([S:9][c:10]2[cH:11][cH:12][c:13]([NH:16][C:17]([CH3:18])=[O:19])[cH:14][cH:15]2)[cH:4][cH:5][c:6]([O:8][CH2:21][c:22]2[cH:23][cH:24][cH:25][cH:26][cH:27]2)[cH:7]1.